Dataset: the Open Reaction Database (ORD), a public repository of structured organic reaction records. Task: describe an organic reaction: reactants, conditions, products, and yield The reactants are CCOc1ccc(OB([O-])[O-])cc1, CCOC(=O)C1=Cc2cc(Br)ccc2OCC1, O=C([O-])[O-], CCO, [K+], [K+], O, Cc1ccccc1. Yields the product CCOC(=O)C1=Cc2cc(-c3ccc(OCC)cc3)ccc2OCC1. Reaction SMILES: [B:18]([O-:19])([O-:29])[O:30][c:20]1[cH:21][cH:22][c:23]([O:26][CH2:27][CH3:28])[cH:24][cH:25]1.[Br:1][c:2]1[cH:3][cH:4][c:5]2[c:6]([cH:17]1)[CH:7]=[C:8]([C:12](=[O:13])[O:14][CH2:15][CH3:16])[CH2:9][CH2:10][O:11]2.[C:31](=[O:32])([O-:33])[O-:34].[CH2:38]([OH:39])[CH3:40].[K+:35].[K+:36].[OH2:37].[c:41]1([CH3:42])[cH:43][cH:44][cH:45][cH:46][cH:47]1>>[c:2]1(-[c:20]2[cH:21][cH:22][c:23]([O:26][CH2:27][CH3:28])[cH:24][cH:25]2)[cH:3][cH:4][c:5]2[c:6]([cH:17]1)[CH:7]=[C:8]([C:12](=[O:13])[O:14][CH2:15][CH3:16])[CH2:9][CH2:10][O:11]2. Starting materials: COCCCn1cc(C)c2ccc(C(=O)OC)cc21, CO, ClCCl, Cl, [Na+], [OH-], O. The product is COCCCn1cc(C)c2ccc(C(=O)O)cc21. As a reaction SMILES: [CH3:1][O:2][C:3](=[O:4])[c:5]1[cH:6][cH:7][c:8]2[c:9]([CH3:19])[cH:10][n:11]([CH2:14][CH2:15][CH2:16][O:17][CH3:18])[c:12]2[cH:13]1.[CH3:26][OH:27].[Cl:23][CH2:24][Cl:25].[ClH:22].[Na+:21].[OH-:20].[OH2:28]>>[O:2]=[C:3]([OH:4])[c:5]1[cH:6][cH:7][c:8]2[c:9]([CH3:19])[cH:10][n:11]([CH2:14][CH2:15][CH2:16][O:17][CH3:18])[c:12]2[cH:13]1. The reactants are CN, CCO, CO, CSC(=C[N+](=O)[O-])Nc1ccc(Cl)nc1. Yields the product CNC(=C[N+](=O)[O-])Nc1ccc(Cl)nc1. RXN SMILES: [CH3:16][NH2:17].[CH3:18][CH2:19][OH:20].[CH3:21][OH:22].[Cl:1][c:2]1[cH:3][cH:4][c:5]([NH:8][C:9](=[CH:10][N+:11](=[O:12])[O-:13])[S:14][CH3:15])[cH:6][n:7]1>>[Cl:1][c:2]1[cH:3][cH:4][c:5]([NH:8][C:9](=[CH:10][N+:11](=[O:12])[O-:13])[NH:17][CH3:16])[cH:6][n:7]1. Starting materials: O=C([O-])O, ClCCl, Fc1cccc(-c2nn(C(c3ccccc3)(c3ccccc3)c3ccccc3)c3ccncc23)c1, [Na+], O=C(O)C(F)(F)F. Yields the product Fc1cccc(-c2n[nH]c3ccncc23)c1. Reaction SMILES: [C:43](=[O:44])([O-:45])[OH:46].[Cl:48][CH2:49][Cl:50].[F:1][c:2]1[cH:3][c:4](-[c:8]2[n:9][n:10]([C:17]([c:18]3[cH:19][cH:20][cH:21][cH:22][cH:23]3)([c:24]3[cH:25][cH:26][cH:27][cH:28][cH:29]3)[c:30]3[cH:31][cH:32][cH:33][cH:34][cH:35]3)[c:11]3[c:12]2[cH:13][n:14][cH:15][cH:16]3)[cH:5][cH:6][cH:7]1.[Na+:47].[OH:36][C:37]([C:38]([F:39])([F:40])[F:41])=[O:42]>>[F:1][c:2]1[cH:3][c:4](-[c:8]2[n:9][nH:10][c:11]3[c:12]2[cH:13][n:14][cH:15][cH:16]3)[cH:5][cH:6][cH:7]1. The reactants are Cc1ccc(C(=C2CCCC2)c2ccc(S(=O)(=O)N(Cc3ccccc3)Cc3ccccc3)cc2)cc1F, O, O=C(O)C(F)(F)F. Yields the product Cc1ccc(C(=C2CCCC2)c2ccc(S(N)(=O)=O)cc2)cc1F. As a reaction SMILES: [CH2:1]([N:8]([CH2:2][c:3]1[cH:4][cH:5][cH:6][cH:7][cH:32]1)[S:9](=[O:10])(=[O:11])[c:12]1[cH:13][cH:14][c:15]([C:18]([c:19]2[cH:20][c:21]([F:26])[c:22]([CH3:25])[cH:23][cH:24]2)=[C:27]2[CH2:28][CH2:29][CH2:30][CH2:31]2)[cH:16][cH:17]1)[c:33]1[cH:34][cH:35][cH:36][cH:37][cH:38]1.[OH2:46].[OH:39][C:40]([C:41]([F:42])([F:43])[F:44])=[O:45]>>[NH2:8][S:9](=[O:10])(=[O:11])[c:12]1[cH:13][cH:14][c:15]([C:18]([c:19]2[cH:20][c:21]([F:26])[c:22]([CH3:25])[cH:23][cH:24]2)=[C:27]2[CH2:28][CH2:29][CH2:30][CH2:31]2)[cH:16][cH:17]1. The reactants are C1CCOC1, CCCC(CC(=O)OCC)Cc1cccc(OC)c1, CCO, [Na+], [OH-]. As a reaction SMILES: [CH2:22]1[O:23][CH2:24][CH2:25][CH2:26]1.[CH3:1][O:2][c:3]1[cH:4][c:5]([CH2:9][CH:10]([CH2:11][C:12](=[O:13])[O:14][CH2:15][CH3:16])[CH2:17][CH2:18][CH3:19])[cH:6][cH:7][cH:8]1.[CH3:27][CH2:28][OH:29].[Na+:21].[OH-:20]>>[CH3:1][O:2][c:3]1[cH:4][c:5]([CH2:9][CH:10]([CH2:11][C:12](=[O:13])[OH:14])[CH2:17][CH2:18][CH3:19])[cH:6][cH:7][cH:8]1. The product is CCCC(CC(=O)O)Cc1cccc(OC)c1. The reactants are [H-].[Al+3].[Li+].[H-].[H-].[H-] (Lithium aluminum hydride), C(C)OC(C1=CC(=C(C=C1)NS(=O)(=O)C1=C(C(=CC=C1)Cl)Cl)S(N)(=O)=O)=O (4-(2,3-dichloro-benzenesulfonylamino)-3-sulfamoyl-benzoic acid ethyl ester). Solvent: C1CCOC1 (THF). Conditions: time 4 hour. Product: ClC1=C(C=CC=C1Cl)S(=O)(=O)NC1=C(C=C(C=C1)CO)S(=O)(=O)N (2-(2,3-Dichloro-benzenesulfonylamino)-5-hydroxymethyl-benzenesulfonamide). Yield: 11.1%. RXN SMILES: [H-].[Al+3].[Li+].[H-].[H-].[H-].C([O:9][C:10](=O)[C:11]1[CH:16]=[CH:15][C:14]([NH:17][S:18]([C:21]2[CH:26]=[CH:25][CH:24]=[C:23]([Cl:27])[C:22]=2[Cl:28])(=[O:20])=[O:19])=[C:13]([S:29](=[O:32])(=[O:31])[NH2:30])[CH:12]=1)C>C1COCC1>[Cl:28][C:22]1[C:23]([Cl:27])=[CH:24][CH:25]=[CH:26][C:21]=1[S:18]([NH:17][C:14]1[CH:15]=[CH:16][C:11]([CH2:10][OH:9])=[CH:12][C:13]=1[S:29]([NH2:30])(=[O:32])=[O:31])(=[O:20])=[O:19] |f:0.1.2.3.4.5|. Procedure details: Lithium aluminum hydride (1M in THF, 6.6 mL, 6.6 mmol) was added slowly to a stirred solution of 4-(2,3-dichloro-benzenesulfonylamino)-3-sulfamoyl-benzoic acid ethyl ester (600 mg, 1.32 mmol) in dry THF (15 mL) at −10° C. The reaction mixture was allowed to warm to RT and stirring was continued for 4 h. The reaction mixture was then cooled to 0° C. and quenched by addition of water, followed by 1N HCl. The product was extracted with ethyl acetate, the combined organic phases were washed with wat... The reactants are C(C)C1=CC=C(C=C1)N1C=NC=C1C=O (1-(4-Ethylphenyl)-1H-imidazole-5-carbaldehyde), ClC1=NC=NC(=C1C(O)C=1C=NN(C1C1=CC=C(C=C1)C)C)Cl ((4,6-dichloropyrimidin-5-yl)[1-methyl-5-(4-methylphenyl)-1H-pyrazol-4-yl]methanol). The product is ClC1=NC=NC(=C1C(O)C1=CN=CN1C1=CC=C(C=C1)CC)Cl ((4,6-dichloropyrimidin-5-yl)[1-(4-ethylphenyl)-1H-imidazol-5-yl]methanol). RXN SMILES: [CH2:1]([C:3]1[CH:8]=[CH:7][C:6]([N:9]2[C:13]([CH:14]=[O:15])=[CH:12][N:11]=[CH:10]2)=[CH:5][CH:4]=1)[CH3:2].[Cl:16][C:17]1[C:22](C(C2C=NN(C)C=2C2C=CC(C)=CC=2)O)=[C:21]([Cl:38])[N:20]=[CH:19][N:18]=1>>[Cl:16][C:17]1[C:22]([CH:14]([C:13]2[N:9]([C:6]3[CH:5]=[CH:4][C:3]([CH2:1][CH3:2])=[CH:8][CH:7]=3)[CH:10]=[N:11][CH:12]=2)[OH:15])=[C:21]([Cl:38])[N:20]=[CH:19][N:18]=1. Reported procedure: 1-(4-Ethylphenyl)-1H-imidazole-5-carbaldehyde (C19) was converted to the product using a procedure analogous to that described for the synthesis of (4,6-dichloropyrimidin-5-yl)[1-methyl-5-(4-methylphenyl)-1H-pyrazol-4-yl]methanol (C4) in Example 1, step 4. The crude product, a yellow solid, was washed with a 1:1 mixture of heptane and ethyl acetate to afford the product. Yield: 473 mg, 1.35 mmol, 74%. LCMS m/z 348.9 (M+1). 1H NMR (500 MHz, CDCl3) δ 1.29 (t, J=7.6 Hz, 3H), 2.73 (q, J=7.6 Hz, 2H),... The reactants are [OH-].[Na+] (sodium hydroxide), C(CC)(=S)O (thiopropionic acid), C(C)(=O)NC(CCl)=O (N-acetyl-chloroacetamide). The solvent is O (water), O (water). Run at time 5 minute. The product is C(C)(=O)NC(CSC(CC)=O)=O (N-acetyl-2-(propionylthio)acetamide). Reaction SMILES: [OH-].[Na+].[C:3]([OH:7])(=[S:6])[CH2:4][CH3:5].[C:8]([NH:11][C:12](=[O:15])[CH2:13]Cl)(=[O:10])[CH3:9]>O>[C:8]([NH:11][C:12](=[O:15])[CH2:13][S:6][C:3](=[O:7])[CH2:4][CH3:5])(=[O:10])[CH3:9] |f:0.1|. Reported procedure: To a solution of 4.0 g. (0.1 mole) of sodium hydroxide in 50 ml. of water, cooled in ice and having nitrogen bubbled therethrough, was added 9.5 g. (0.1 mole) of thiopropionic acid. The reaction mixture was stirred for 5 minutes, after which there was added 13.7 g. of N-acetyl-chloroacetamide in 50 ml. of water. The reaction mixture was heated on a steam bath for 10 minutes, then cooled, filtered, and air dried. The product was washed with ether/hexane (3:1) three times with 150 ml. each washing... The reactants are CN1CCC(Oc2ccc([N+](=O)[O-])cc2C(F)(F)F)CC1, CO, [H][H]. The product is CN1CCC(Oc2ccc(N)cc2C(F)(F)F)CC1. RXN SMILES: [CH3:1][N:2]1[CH2:3][CH2:4][CH:5]([O:8][c:9]2[c:10]([C:18]([F:19])([F:20])[F:21])[cH:11][c:12]([N+:15]([O-:16])=[O:17])[cH:13][cH:14]2)[CH2:6][CH2:7]1.[CH3:24][OH:25].[H:22][H:23]>>[CH3:1][N:2]1[CH2:3][CH2:4][CH:5]([O:8][c:9]2[c:10]([C:18]([F:19])([F:20])[F:21])[cH:11][c:12]([NH2:15])[cH:13][cH:14]2)[CH2:6][CH2:7]1.